This data is from the Open Reaction Database (ORD), a public repository of structured organic reaction records. The task is: describe an organic reaction: reactants, conditions, products, and yield Reactants: C(C)OC(=O)C1=CC2=C(OC(O2)(C2=CC(=CC(=C2)F)F)C2=CC(=CC(=C2)F)F)C=C1 (2,2-bis-(3,5-difluoro-phenyl)-benzo[1,3]dioxole-5-carboxylic acid ethyl ester), [OH-].[Na+] (NaOH). Run in C(C)O (ethyl alcohol). Product: FC=1C=C(C=C(C1)F)C1(OC2=C(O1)C=CC(=C2)C(=O)O)C2=CC(=CC(=C2)F)F (2,2-bis-(3,5-difluoro-phenyl)-benzo[1,3]dioxole-5-carboxylic acid). The yield is 81.9%. RXN SMILES: C([O:3][C:4]([C:6]1[CH:30]=[CH:29][C:9]2[O:10][C:11]([C:21]3[CH:26]=[C:25]([F:27])[CH:24]=[C:23]([F:28])[CH:22]=3)([C:13]3[CH:18]=[C:17]([F:19])[CH:16]=[C:15]([F:20])[CH:14]=3)[O:12][C:8]=2[CH:7]=1)=[O:5])C.[OH-].[Na+]>C(O)C>[F:28][C:23]1[CH:22]=[C:21]([C:11]2([C:13]3[CH:18]=[C:17]([F:19])[CH:16]=[C:15]([F:20])[CH:14]=3)[O:10][C:9]3[CH:29]=[CH:30][C:6]([C:4]([OH:5])=[O:3])=[CH:7][C:8]=3[O:12]2)[CH:26]=[C:25]([F:27])[CH:24]=1 |f:1.2|. Procedure details: 267 mg 2,2-bis-(3,5-difluoro-phenyl)-benzo[1,3]dioxole-5-carboxylic acid ethyl ester, 3.8 mL ethyl alcohol and 0.96 mL 1N NaOH were stirred at room temperature for 6 h. The solvent was evaporated and the residue worked up with ethyl acetate, diluted hydrochloric acid and water. Purification on silica gel afforded 204 mg white crystals, m.p.: 96° C.; MS: 389 ([M−H]−). The reactants are C(C)(=O)OCC (ethyl acetate), COC(CNC1=C(C=C(C=C1[N+](=O)[O-])C)[N+](=O)[O-])OC (N-(2,2-dimethoxyethyl)-2,6-dinitro-4-methylaniline), C(CO)O (ethylene glycol), C1(=CC=C(C=C1)S(=O)(=O)O)C (p-toluenesulfonic acid). The solvent is C(C)O (ethanol). Reaction conditions: temperature 110 celsius, time 1 hour. Product: O1C(OCC1)CNC1=C(C=C(C=C1[N+](=O)[O-])C)[N+](=O)[O-] (N-1,3-Dioxolan-2-ylmethyl-2,6-dinitro-4-methyl aniline). The yield is 67.2%. As a reaction SMILES: [CH3:1][O:2][CH:3]([O:19][CH3:20])[CH2:4][NH:5][C:6]1[C:11]([N+:12]([O-:14])=[O:13])=[CH:10][C:9]([CH3:15])=[CH:8][C:7]=1[N+:16]([O-:18])=[O:17].C(O)CO.C1(C)C=CC(S(O)(=O)=O)=CC=1.C(OCC)(=O)C>C(O)C>[O:19]1[CH2:20][CH2:1][O:2][CH:3]1[CH2:4][NH:5][C:6]1[C:11]([N+:12]([O-:14])=[O:13])=[CH:10][C:9]([CH3:15])=[CH:8][C:7]=1[N+:16]([O-:18])=[O:17]. Procedure: N-(2,2-dimethoxyethyl)-2,6-dinitro-4-methylaniline (3.0 grams; 0.0105 mole), ethylene glycol (0.65 grams; 0.0105 mole), p-toluenesulfonic acid (200 mg) and ethanol solvent were placed in a glass reaction vessel equipped with a stirrer heating mantle and thermometer. The reaction mixture was heated to 110° C. and maintained at that temperature with stirring for one hour. Then the reaction mixture was cooled to room temperature, ethyl acetate has added and the mixture was washed with water and sod...